From a dataset of the Open Reaction Database (ORD), a public repository of structured organic reaction records. describe an organic reaction: reactants, conditions, products, and yield Reactants: C(C)(=O)O (acetic acid), C(CCC)OC1=CC(=CC=C1)\C=C\[N+](=O)[O-] (1-butoxy-3-((E)-2-nitro-vinyl)-benzene), [BH4-].[Na+] (sodium borohydride). The solvent is CS(=O)C (dimethyl sulfoxide). Reaction conditions: time 4 hour. Yields the product C(CCC)OC1=CC(=CC=C1)CC[N+](=O)[O-] (1-Butoxy-3-(2-nitro-ethyl)-benzene). The yield is 57.9%. RXN SMILES: C(O)(=O)C.[CH2:5]([O:9][C:10]1[CH:15]=[CH:14][CH:13]=[C:12](/[CH:16]=[CH:17]/[N+:18]([O-:20])=[O:19])[CH:11]=1)[CH2:6][CH2:7][CH3:8].[BH4-].[Na+]>CS(C)=O>[CH2:5]([O:9][C:10]1[CH:15]=[CH:14][CH:13]=[C:12]([CH2:16][CH2:17][N+:18]([O-:20])=[O:19])[CH:11]=1)[CH2:6][CH2:7][CH3:8] |f:2.3|. Procedure: To an acetic acid (3.9 mL) and dimethyl sulfoxide (67 mL) solution of 1-butoxy-3-((E)-2-nitro-vinyl)-benzene (3.92 g, 17.7 mmol) described in Manufacturing Example 65-1-2 was added sodium borohydride (1.07 g, 28.3 mmol) at room temperature while cooling appropriately. This mixture was stirred for 4 hours at room temperature. This mixture was partitioned into ethyl acetate and water. The organic layer was separated, washed with water, dried over anhydrous magnesium sulfate, and filtered. The filt...